Task: describe an organic reaction: reactants, conditions, products, and yield. Dataset: the Open Reaction Database (ORD), a public repository of structured organic reaction records Starting materials: CS(C)=O, [I-], [K+], O=N[O-], Cc1ccc(C(=O)O)c([N+](=O)[O-])c1N, [Na+], O, O=S(=O)(O)O. Product: Cc1ccc(C(=O)O)c([N+](=O)[O-])c1I. RXN SMILES: [CH3:26][S:27]([CH3:28])=[O:29].[I-:25].[K+:24].[N:20]([O-:21])=[O:22].[NH2:1][c:2]1[c:3]([N+:12](=[O:13])[O-:14])[c:4]([C:5](=[O:6])[OH:7])[cH:8][cH:9][c:10]1[CH3:11].[Na+:23].[OH2:30].[S:15](=[O:16])(=[O:17])([OH:18])[OH:19]>>[c:2]1([I:25])[c:3]([N+:12](=[O:13])[O-:14])[c:4]([C:5](=[O:6])[OH:7])[cH:8][cH:9][c:10]1[CH3:11]. Reactants: COC(=O)C1(CCOCC1)CS(=O)(=O)N1CCN(CC1)C1=CC=C(C=C1)C=1C=NC=CC1 (4-[4-(4-Pyridin-3-yl-phenyl)piperazine-1-sulfonylmethyl]-tetrahydropyran-4-carboxylic acid methyl ester), O.[OH-].[Li+] (lithium hydroxide monohydrate), CO (methanol), O (water). Solvent: O1CCCC1 (tetrahydrofuran). Yields the product N1=CC(=CC=C1)C1=CC=C(C=C1)N1CCN(CC1)S(=O)(=O)CC1(CCOCC1)C(=O)O (4-[4-(4-Pyridin-3-yl-phenyl)piperazine-1-sulfonylmethyl]-tetrahydropyran-4-carboxylic acid). The yield is 70.6%. As a reaction SMILES: C[O:2][C:3]([C:5]1([CH2:11][S:12]([N:15]2[CH2:20][CH2:19][N:18]([C:21]3[CH:26]=[CH:25][C:24]([C:27]4[CH:28]=[N:29][CH:30]=[CH:31][CH:32]=4)=[CH:23][CH:22]=3)[CH2:17][CH2:16]2)(=[O:14])=[O:13])[CH2:10][CH2:9][O:8][CH2:7][CH2:6]1)=[O:4].O.[OH-].[Li+].CO.O>O1CCCC1>[N:29]1[CH:30]=[CH:31][CH:32]=[C:27]([C:24]2[CH:23]=[CH:22][C:21]([N:18]3[CH2:19][CH2:20][N:15]([S:12]([CH2:11][C:5]4([C:3]([OH:4])=[O:2])[CH2:6][CH2:7][O:8][CH2:9][CH2:10]4)(=[O:14])=[O:13])[CH2:16][CH2:17]3)=[CH:26][CH:25]=2)[CH:28]=1 |f:1.2.3|. Procedure details: 4-[4-(4-Pyridin-3-yl-phenyl)piperazine-1-sulfonylmethyl]-tetrahydropyran-4-carboxylic acid methyl ester (0.19 g) and lithium hydroxide monohydrate (0.087 g) were combined in tetrahydrofuran (10 ml), methanol (5 ml) and water (5 ml) and heated to reflux for 2 h. The solvents were then removed in vacuo and the residue diluted with 1 M sodium hydroxide (50 ml) and washed with ethyl acetate (3×20 ml). The aqueous phase was then acidified pH 5 and the suspension formed extracted with 10% methanol/dic... Reactants: COc1ccc(CN2C(=O)C(Cc3ccccc3Cl)N=C(c3cnc4[nH]c(=O)n(C(=O)OC(C)(C)C)c4c3)c3cc(Cl)ccc32)cc1, Cl, C1COCCO1. The product is COc1ccc(CN2C(=O)C(Cc3ccccc3Cl)N=C(c3cnc4[nH]c(=O)[nH]c4c3)c3cc(Cl)ccc32)cc1. As a reaction SMILES: [Cl:1][c:2]1[cH:3][c:4]2[c:5]([cH:46][cH:47]1)[N:6]([CH2:37][c:38]1[cH:39][cH:40][c:41]([O:44][CH3:45])[cH:42][cH:43]1)[C:7](=[O:36])[CH:8]([CH2:28][c:29]1[c:30]([Cl:35])[cH:31][cH:32][cH:33][cH:34]1)[N:9]=[C:10]2[c:11]1[cH:12][c:13]2[c:14]([n:15][cH:16]1)[nH:17][c:18](=[O:27])[n:19]2[C:20]([O:21][C:22]([CH3:23])([CH3:24])[CH3:25])=[O:26].[ClH:48].[O:49]1[CH2:50][CH2:51][O:52][CH2:53][CH2:54]1>>[Cl:1][c:2]1[cH:3][c:4]2[c:5]([cH:46][cH:47]1)[N:6]([CH2:37][c:38]1[cH:39][cH:40][c:41]([O:44][CH3:45])[cH:42][cH:43]1)[C:7](=[O:36])[CH:8]([CH2:28][c:29]1[c:30]([Cl:35])[cH:31][cH:32][cH:33][cH:34]1)[N:9]=[C:10]2[c:11]1[cH:12][c:13]2[c:14]([n:15][cH:16]1)[nH:17][c:18](=[O:27])[nH:19]2. Starting materials: CC1(NC2=CC=C(C=C2C(=C1)C)B1OC(C(O1)(C)C)(C)C)C (2,2,4-Trimethyl-6-(4,4,5,5-tetramethyl-[1,3,2]dioxaborolan-2-yl)-1,2-dihydroquinoline), ClC1=C(C=CC=C1I)O (2-chloro-3-iodophenol), CC(=O)[O-].[K+] (KOAc). Reagents/catalysts: C1=CC=C(C=C1)P([C-]2C=CC=C2)C3=CC=CC=C3.C1=CC=C(C=C1)P([C-]2C=CC=C2)C3=CC=CC=C3.Cl[Pd]Cl.[Fe+2] (PdCl2(dppf)). Yields the product ClC1=C(C=CC=C1C=1C=C2C(=CC(NC2=CC1)(C)C)C)O (2-chloro-3-(2,2,4-trimethyl-1,2-dihydroquinolin-6-yl)-phenol). Yield: 81.0%. As a reaction SMILES: [CH3:1][C:2]1([CH3:22])[CH:11]=[C:10]([CH3:12])[C:9]2[C:4](=[CH:5][CH:6]=[C:7](B3OC(C)(C)C(C)(C)O3)[CH:8]=2)[NH:3]1.[Cl:23][C:24]1[C:29](I)=[CH:28][CH:27]=[CH:26][C:25]=1[OH:31].CC([O-])=O.[K+]>C1C=CC(P(C2C=CC=CC=2)[C-]2C=CC=C2)=CC=1.C1C=CC(P(C2C=CC=CC=2)[C-]2C=CC=C2)=CC=1.Cl[Pd]Cl.[Fe+2]>[Cl:23][C:24]1[C:29]([C:7]2[CH:8]=[C:9]3[C:4](=[CH:5][CH:6]=2)[NH:3][C:2]([CH3:1])([CH3:22])[CH:11]=[C:10]3[CH3:12])=[CH:28][CH:27]=[CH:26][C:25]=1[OH:31] |f:2.3,4.5.6.7|. Reported procedure: 2,2,4-Trimethyl-6-(4,4,5,5-tetramethyl-[1,3,2]dioxaborolan-2-yl)-1,2-dihydroquinoline (308 mg) and 393 mg of 2-chloro-3-iodophenol were coupled using of 100 mg of PdCl2(dppf) and 300 mg of KOAc to give 250 mg of 2-chloro-3-(2,2,4-trimethyl-1,2-dihydroquinolin-6-yl)-phenol. Using the procedures described in Example 7, this (85 mg) was reacted with NBS to give 56 mg of 3-(4-bromomethyl-2,2-dimethyl-1,2-dihydroquinolin-6-yl)-2-chlorophenol. The product (50 mg) was coupled with 0.04 mL of 2-phenylet... Reactants: CC(C)C1COC(=O)N1C(=O)C(CC1CCCC1)c1ccc(Cl)c(Cl)c1, [Li+], C1CCOC1, [OH-], O, OO. Yields the product O=C(O)C(CC1CCCC1)c1ccc(Cl)c(Cl)c1. As a reaction SMILES: [CH:1]1([CH2:6][CH:7]([C:8](=[O:9])[N:10]2[CH:11]([CH:12]([CH3:13])[CH3:14])[CH2:15][O:16][C:17]2=[O:18])[c:19]2[cH:20][c:21]([Cl:26])[c:22]([Cl:25])[cH:23][cH:24]2)[CH2:2][CH2:3][CH2:4][CH2:5]1.[Li+:29].[O:31]1[CH2:32][CH2:33][CH2:34][CH2:35]1.[OH-:30].[OH2:36].[OH:27][OH:28]>>[CH:1]1([CH2:6][CH:7]([C:8]([OH:9])=[O:27])[c:19]2[cH:20][c:21]([Cl:26])[c:22]([Cl:25])[cH:23][cH:24]2)[CH2:2][CH2:3][CH2:4][CH2:5]1. Reactants: ClCCl, Cc1cccc([N+](=O)[O-])c1CO, Cc1cc(C)[nH]n1, O=[Cr](=O)=O. Product: Cc1cccc([N+](=O)[O-])c1C=O. RXN SMILES: [CH2:24]([Cl:25])[Cl:26].[CH3:12][c:13]1[c:14]([CH2:22][OH:23])[c:15]([N+:19](=[O:20])[O-:21])[cH:16][cH:17][cH:18]1.[CH3:5][c:6]1[cH:7][c:8]([CH3:9])[nH:10][n:11]1.[O:1]=[Cr:2](=[O:3])=[O:4]>>[CH3:12][c:13]1[c:14]([CH:22]=[O:23])[c:15]([N+:19](=[O:20])[O-:21])[cH:16][cH:17][cH:18]1. Starting materials: C(C)(=O)NC(NC=1C=C(C(=O)C2=CC=CC=C2)C=CC1N)=S (3-(3-acetylthioureido)-4-aminobenzophenone), C(=O)(OC)N=C=S (carbomethoxy isothiocyanate). Run in CC(=O)C (acetone). Reaction conditions: time 18 hour. Product: C(C)(=O)NC(NC=1C=C(C(=O)C2=CC=CC=C2)C=CC1NC(=S)NC(=O)OC)=S (3-(3-acetylthioureido)-4-(3-carbomethoxythioureido)benzophenone). Yield: 40.0%. Reaction SMILES: [C:1]([NH:4][C:5](=[S:22])[NH:6][C:7]1[CH:8]=[C:9]([CH:18]=[CH:19][C:20]=1[NH2:21])[C:10]([C:12]1[CH:17]=[CH:16][CH:15]=[CH:14][CH:13]=1)=[O:11])(=[O:3])[CH3:2].[C:23]([N:27]=[C:28]=[S:29])([O:25][CH3:26])=[O:24]>CC(C)=O>[C:1]([NH:4][C:5](=[S:22])[NH:6][C:7]1[CH:8]=[C:9]([CH:18]=[CH:19][C:20]=1[NH:21][C:28]([NH:27][C:23]([O:25][CH3:26])=[O:24])=[S:29])[C:10]([C:12]1[CH:17]=[CH:16][CH:15]=[CH:14][CH:13]=1)=[O:11])(=[O:3])[CH3:2]. Procedure: To a suspension of 3-(3-acetylthioureido)-4-aminobenzophenone (1.1 g.) in acetone (15 ml.) is added carbomethoxy isothiocyanate (0.41 g.). The mixture is heated to reflux and then is stirred at room temperature for 18 hours. The crude product is collected by filtration, washed with acetone and ether and then dried to afford 0.6 g. (40% yield) of 3-(3-acetylthioureido)-4-(3-carbomethoxythioureido)benzophenone, m.p. 203°-204° C., dec.